From a dataset of the Open Reaction Database (ORD), a public repository of structured organic reaction records. describe an organic reaction: reactants, conditions, products, and yield Starting materials: C([O-])([O-])=O.[K+].[K+] (Potassium carbonate), Cl.ClCC=1C=NC=CC1 (3-chloromethylpyridine hydrochloride), ClC1=NC(=C2NC=NC2=N1)N (2-chloroadenine). The solvent is CN(C)C=O (DMF). Run at temperature 80 celsius. Product: ClC1=NC(=C2N=CN(C2=N1)CC=1C=NC=CC1)N (2-chloro-9-(3-pyridylmethyl)adenine). As a reaction SMILES: C(=O)([O-])[O-].[K+].[K+].Cl.Cl[CH2:9][C:10]1[CH:11]=[N:12][CH:13]=[CH:14][CH:15]=1.[Cl:16][C:17]1[N:25]=[C:24]2[C:20]([NH:21][CH:22]=[N:23]2)=[C:19]([NH2:26])[N:18]=1>CN(C=O)C>[Cl:16][C:17]1[N:25]=[C:24]2[C:20]([N:21]=[CH:22][N:23]2[CH2:9][C:10]2[CH:11]=[N:12][CH:13]=[CH:14][CH:15]=2)=[C:19]([NH2:26])[N:18]=1 |f:0.1.2,3.4|. Procedure: Potassium carbonate (1.1 g, 8 mmol) and 3-chloromethylpyridine hydrochloride (660 mg, 5 mmol) were added to a DMF solution (30 ml) comprising 2-chloroadenine (520 mg, 3 mmol), and the resultant was stirred while heating at 80° C. for 3 hours. The reaction solution was concentrated under reduced pressure, water was added thereto, and the precipitated solid was collected by filtration. Thus, 2-chloro-9-(3-pyridylmethyl)adenine was obtained (yield: 759 mg). Sodium (750 mg, 30 mmol) was added to but... Starting materials: Clc1cc(Br)cs1, C[Sn](C)(C)c1cnc2c(c1)CC1(CN3CCC1CC3)O2, Cc1ccccc1, c1ccc(P(c2ccccc2)(c2ccccc2)[Pd](P(c2ccccc2)(c2ccccc2)c2ccccc2)(P(c2ccccc2)(c2ccccc2)c2ccccc2)P(c2ccccc2)(c2ccccc2)c2ccccc2)cc1. The product is Clc1cc(-c2cnc3c(c2)CC2(CN4CCC2CC4)O3)cs1. Reaction SMILES: [Br:21][c:22]1[cH:23][s:24][c:25]([Cl:27])[cH:26]1.[CH3:1][Sn:2]([c:3]1[cH:4][c:5]2[c:6]([n:7][cH:8]1)[O:9][C:10]1([CH2:11][N:12]3[CH2:13][CH2:14][CH:15]1[CH2:16][CH2:17]3)[CH2:18]2)([CH3:19])[CH3:20].[CH3:28][c:29]1[cH:30][cH:31][cH:32][cH:33][cH:34]1.[cH:35]1[cH:36][cH:37][c:38]([P:39]([Pd:40]([P:41]([c:42]2[cH:43][cH:44][cH:45][cH:46][cH:47]2)([c:48]2[cH:49][cH:50][cH:51][cH:52][cH:53]2)[c:54]2[cH:55][cH:56][cH:57][cH:58][cH:59]2)([P:60]([c:61]2[cH:62][cH:63][cH:64][cH:65][cH:66]2)([c:67]2[cH:68][cH:69][cH:70][cH:71][cH:72]2)[c:73]2[cH:74][cH:75][cH:76][cH:77][cH:78]2)[P:79]([c:80]2[cH:81][cH:82][cH:83][cH:84][cH:85]2)([c:86]2[cH:87][cH:88][cH:89][cH:90][cH:91]2)[c:92]2[cH:93][cH:94][cH:95][cH:96][cH:97]2)([c:98]2[cH:99][cH:100][cH:101][cH:102][cH:103]2)[c:104]2[cH:105][cH:106][cH:107][cH:108][cH:109]2)[cH:110][cH:111]1>>[c:3]1(-[c:22]2[cH:23][s:24][c:25]([Cl:27])[cH:26]2)[cH:4][c:5]2[c:6]([n:7][cH:8]1)[O:9][C:10]1([CH2:11][N:12]3[CH2:13][CH2:14][CH:15]1[CH2:16][CH2:17]3)[CH2:18]2. Reactants: C[N+]1([O-])CCOCC1, ClCCl, O=C(NC1CC(F)(F)C1)NC(Cc1ccccc1)(c1cc(F)cc(OC(F)(F)C(F)F)c1)c1ccc(F)c(C=Cc2ccccc2)c1. Product: O=Cc1cc(C(Cc2ccccc2)(NC(=O)NC2CC(F)(F)C2)c2cc(F)cc(OC(F)(F)C(F)F)c2)ccc1F. As a reaction SMILES: [CH3:48][N+:49]1([O-:50])[CH2:51][CH2:53][O:52][CH2:54][CH2:55]1.[Cl:56][CH2:57][Cl:58].[F:1][C:2]1([F:47])[CH2:3][CH:4]([NH:6][C:7](=[O:8])[NH:9][C:10]([CH2:11][c:12]2[cH:13][cH:14][cH:15][cH:16][cH:17]2)([c:18]2[cH:19][c:20]([F:31])[cH:21][c:22]([O:24][C:25]([CH:26]([F:27])[F:28])([F:29])[F:30])[cH:23]2)[c:32]2[cH:33][c:34]([CH:39]=[CH:40][c:41]3[cH:42][cH:43][cH:44][cH:45][cH:46]3)[c:35]([F:38])[cH:36][cH:37]2)[CH2:5]1>>[F:1][C:2]1([F:47])[CH2:3][CH:4]([NH:6][C:7](=[O:8])[NH:9][C:10]([CH2:11][c:12]2[cH:13][cH:14][cH:15][cH:16][cH:17]2)([c:18]2[cH:19][c:20]([F:31])[cH:21][c:22]([O:24][C:25]([CH:26]([F:27])[F:28])([F:29])[F:30])[cH:23]2)[c:32]2[cH:33][c:34]([CH:39]=[O:52])[c:35]([F:38])[cH:36][cH:37]2)[CH2:5]1. Run at temperature 20 celsius, time 30 minute. Procedure details: 3.6 g (0.13 mol) of 80% strength sodium hydride are added under an argon atmosphere and with stirring at 10° to 20° C. to a suspension of 24 g (0.11 mol) of trimethylsulphoxonium iodide in 100 ml of dimethyl sulphoxide. After stirring for 30 minutes at 20° C., 17.1 g (0.061 mol) of 4-chlorophenoxymethyl 1-ethoxycarbonylcycloprop-1-yl ketone are added. The mixture is warmed to 60° C. for 1 hour. After this, the mixture is poured into 300 ml of water and extracted with methylene chloride. The comb... Product: ClC1=CC=C(OCC2(OC2)C2(CC2)C(=O)OCC)C=C1 (2-[(4-chlorophenoxy)-methyl]-2-(1-ethoxycarbonyl-cycloprop-1-yl)-oxirane). Starting materials: [H-].[Na+] (sodium hydride), [I-].C[S+](=O)(C)C (trimethylsulphoxonium iodide), O (water), C(C)OC(=O)C1(CC1)C(=O)COC1=CC=C(C=C1)Cl (4-chlorophenoxymethyl 1-ethoxycarbonylcycloprop-1-yl ketone). The solvent is CS(=O)C (dimethyl sulphoxide). As a reaction SMILES: [H-].[Na+].[I-].[CH3:4][S+](C)(C)=O.[CH2:9]([O:11][C:12]([C:14]1([C:17]([CH2:19][O:20][C:21]2[CH:26]=[CH:25][C:24]([Cl:27])=[CH:23][CH:22]=2)=[O:18])[CH2:16][CH2:15]1)=[O:13])[CH3:10].O>CS(C)=O>[Cl:27][C:24]1[CH:23]=[CH:22][C:21]([O:20][CH2:19][C:17]2([C:14]3([C:12]([O:11][CH2:9][CH3:10])=[O:13])[CH2:15][CH2:16]3)[CH2:4][O:18]2)=[CH:26][CH:25]=1 |f:0.1,2.3|. Yield: 77.3%. Reactants: C[Si](C)(C)[N-][Si](C)(C)C.[Li+] (lithium bis(trimethylsilyl)amide), C[Si](C)(C)Cl (trimethylsilyl chloride), C(CC)C1=C(OCCCOC2=CC=C(C=C2)CC(=O)OC)C=CC(=C1)OC1=CC=CC=C1 (Methyl 4-(3-(2-propyl-4-phenoxy-phenoxy)-propoxy)phenylacetate), BrN1C(CCC1=O)=O (N-bromosuccinimide). Run in C1CCOC1 (THF), C1CCOC1 (THF). Run at temperature -78 celsius, time 2 hour. Yields the product BrC(C(=O)OC)C1=CC=C(C=C1)OCCCOC1=C(C=C(C=C1)OC1=CC=CC=C1)CCC (methyl α-bromo-4-(3-(2-propyl-4-phenoxy-phenoxy)propoxy)phenylacetate). As a reaction SMILES: C[Si]([N-][Si](C)(C)C)(C)C.[Li+].C[Si](Cl)(C)C.[CH2:16]([C:19]1[CH:40]=[C:39]([O:41][C:42]2[CH:47]=[CH:46][CH:45]=[CH:44][CH:43]=2)[CH:38]=[CH:37][C:20]=1[O:21][CH2:22][CH2:23][CH2:24][O:25][C:26]1[CH:31]=[CH:30][C:29]([CH2:32][C:33]([O:35][CH3:36])=[O:34])=[CH:28][CH:27]=1)[CH2:17][CH3:18].[Br:48]N1C(=O)CCC1=O>C1COCC1>[Br:48][CH:32]([C:29]1[CH:30]=[CH:31][C:26]([O:25][CH2:24][CH2:23][CH2:22][O:21][C:20]2[CH:37]=[CH:38][C:39]([O:41][C:42]3[CH:47]=[CH:46][CH:45]=[CH:44][CH:43]=3)=[CH:40][C:19]=2[CH2:16][CH2:17][CH3:18])=[CH:27][CH:28]=1)[C:33]([O:35][CH3:36])=[O:34] |f:0.1|. Reported procedure: A solution of lithium bis(trimethylsilyl)amide (27.36 mL, 27.36 mmol) in dry THF (80 mL) was treated with trimethylsilyl chloride (5.94 mL, 46.76 mmol) at -78° C. To this mixture was added dropwise a solution of the product of Step B (10.80 g, 24.87 mmol) in THF (15 mL). The reaction mixture was stirred at -78° C. for 2 h. N-bromosuccinimide (4.65 g, 26.12 mmol) was added, and the mixture was allowed to warm to room temperature overnight. THF was evaporated and the residue was partitioned betwee... Reactants: OCCBr, CC(C)=O, [K+], [K+], O=C([O-])[O-], O=[N+]([O-])c1ccc(S)nc1. Product: O=[N+]([O-])c1ccc(SCCO)nc1. Reaction SMILES: [Br:11][CH2:12][CH2:13][OH:14].[CH3:21][C:22](=[O:23])[CH3:24].[K+:15].[K+:16].[O-:17][C:18]([O-:19])=[O:20].[SH:1][c:2]1[n:3][cH:4][c:5]([N+:8](=[O:9])[O-:10])[cH:6][cH:7]1>>[S:1]([c:2]1[n:3][cH:4][c:5]([N+:8](=[O:9])[O-:10])[cH:6][cH:7]1)[CH2:12][CH2:13][OH:14]. Reactants: CCCCOCCOc1ccc(-c2ccc3c(c2)C=C(C(=O)Nc2ccc(SCc4cccnc4)nc2)CCN3CCC)cc1, ClCCl, O=C(OO)c1cccc(Cl)c1, [Na+], [Na+], O=S([O-])([O-])=S. The product is CCCCOCCOc1ccc(-c2ccc3c(c2)C=C(C(=O)Nc2ccc(S(=O)Cc4cccnc4)nc2)CCN3CCC)cc1. As a reaction SMILES: [CH2:1]([CH2:2][CH2:3][CH3:4])[O:5][CH2:6][CH2:7][O:8][c:9]1[cH:10][cH:11][c:12](-[c:15]2[cH:16][cH:17][c:18]3[c:19]([cH:45]2)[CH:20]=[C:21]([C:28](=[O:29])[NH:30][c:31]2[cH:32][n:33][c:34]([S:37][CH2:38][c:39]4[cH:40][n:41][cH:42][cH:43][cH:44]4)[cH:35][cH:36]2)[CH2:22][CH2:23][N:24]3[CH2:25][CH2:26][CH3:27])[cH:13][cH:14]1.[CH2:64]([Cl:65])[Cl:66].[Cl:46][c:47]1[cH:48][cH:49][cH:50][c:51]([C:52]([O:53][OH:55])=[O:54])[cH:56]1.[Na+:62].[Na+:63].[S:57]([O-:58])([O-:59])(=[O:60])=[S:61]>>[CH2:1]([CH2:2][CH2:3][CH3:4])[O:5][CH2:6][CH2:7][O:8][c:9]1[cH:10][cH:11][c:12](-[c:15]2[cH:16][cH:17][c:18]3[c:19]([cH:45]2)[CH:20]=[C:21]([C:28](=[O:29])[NH:30][c:31]2[cH:32][n:33][c:34]([S:37]([CH2:38][c:39]4[cH:40][n:41][cH:42][cH:43][cH:44]4)=[O:54])[cH:35][cH:36]2)[CH2:22][CH2:23][N:24]3[CH2:25][CH2:26][CH3:27])[cH:13][cH:14]1. The reactants are CCCCCCCCCCCCNc1ccnc(NCCO)n1, CI, CN(C)C=O. The product is CCCCCCCCCCCCNc1cc[n+](C)c(NCCO)n1, [I-]. As a reaction SMILES: [CH2:3]([CH2:4][CH2:5][CH2:6][CH2:7][CH2:8][CH2:9][CH2:10][CH2:11][CH2:12][CH2:13][CH3:14])[NH:15][c:16]1[n:17][c:18]([NH:22][CH2:23][CH2:24][OH:25])[n:19][cH:20][cH:21]1.[CH3:1][I:2].[CH3:26][N:27]([CH3:28])[CH:29]=[O:30]>>[CH3:1][n+:19]1[c:18]([NH:22][CH2:23][CH2:24][OH:25])[n:17][c:16]([NH:15][CH2:3][CH2:4][CH2:5][CH2:6][CH2:7][CH2:8][CH2:9][CH2:10][CH2:11][CH2:12][CH2:13][CH3:14])[cH:21][cH:20]1.[I-:2]. Reactants: C(C1=CC=CC=C1)OC(NC[C@@H]1CC[C@H](CC1)C(C)(C)O)=O (trans-[4-(1-hydroxy-1-methyl-ethyl)-cyclohexylmethyl]-carbamic acid benzyl ester), C(C)(=O)OCC (ethyl acetate). The reagents and catalysts are [OH-].[OH-].[Pd+2] (Pd(OH)2). Solvent: CO (MeOH). Run at time 1 hour. Yields the product NC[C@@H]1CC[C@H](CC1)C(C)(C)O (trans-2-(4-Aminomethyl-cyclohexyl)-propan-2-ol). Isolated yield 85.7%. RXN SMILES: C(OC(=O)[NH:10][CH2:11][C@H:12]1[CH2:17][CH2:16][C@H:15]([C:18]([OH:21])([CH3:20])[CH3:19])[CH2:14][CH2:13]1)C1C=CC=CC=1.C(OCC)(=O)C>[OH-].[OH-].[Pd+2].CO>[NH2:10][CH2:11][C@H:12]1[CH2:17][CH2:16][C@H:15]([C:18]([OH:21])([CH3:19])[CH3:20])[CH2:14][CH2:13]1 |f:2.3.4|. Procedure details: A 500 mL Parr bottle was charged with 150 mg Pd(OH)2, 3.3 g (10.7 mmol) trans-[4-(1-hydroxy-1-methyl-ethyl)-cyclohexylmethyl]-carbamic acid benzyl ester, 100 mL ethyl acetate and 100 mL MeOH. The bottle was placed under 50 psi H2 and shaken for 1 hour. The material was filtered through Celite and concentrated to give 1.57 g of a white solid. Starting materials: C(F)(F)(C(F)(F)C(F)(F)C(F)(F)F)S(=O)(=O)NCCCN(C)C (C4F9SO2N(H)C3H6N(CH3)2), C(C=C)(=O)O (acrylic acid), C1=CC=CC=2SC3=CC=CC=C3NC12 (phenothiazine), C(C=C)(=O)O (acrylic acid), C(CCC)OCCOCCO (diethylene glycol monobutyl ether), C4F9SO2N(C2H4COOH)C3H6 (CH3)2. Run in O (water), O (water), O (water). Run at temperature 125 celsius. Yields the product C(F)(F)(C(F)(F)C(F)(F)C(F)(F)F)S(=O)(=O)N(CCC(=O)O)CCCN(C)C (C4F9SO2N(C2H4COOH)C3H6N(CH3)2). Reaction SMILES: [C:1]([OH:5])(=[O:4])[CH:2]=[CH2:3].[C:6]([S:19]([NH:22][CH2:23][CH2:24][CH2:25][N:26]([CH3:28])[CH3:27])(=[O:21])=[O:20])([C:9]([C:12]([C:15]([F:18])([F:17])[F:16])([F:14])[F:13])([F:11])[F:10])([F:8])[F:7].C1C2NC3C(=CC=CC=3)SC=2C=CC=1.C(OCCOCCO)CCC>O>[C:6]([S:19]([N:22]([CH2:23][CH2:24][CH2:25][N:26]([CH3:27])[CH3:28])[CH2:3][CH2:2][C:1]([OH:5])=[O:4])(=[O:20])=[O:21])([C:9]([C:12]([C:15]([F:16])([F:17])[F:18])([F:14])[F:13])([F:11])[F:10])([F:8])[F:7]. Procedure details: An acrylic acid Michael addition reaction was then run according to the general procedure given in U.S. Pat. No. 5,144,069 (Stern et al.). 50 g (0.12 mole) of the purified C4F9SO2N(H)C3H6N(CH3)2, 16.4 g (0.23 mole) of acrylic acid and 0.2 g of phenothiazine (free radical polymerization inhibitor) were added to a 250-mL three-neck flask equipped with an air stirrer and thermometer. The resulting mixture was heated to 125° C. and was allowed to react for 6 hours. After this reaction period, a posi...